From a dataset of the Open Reaction Database (ORD), a public repository of structured organic reaction records. describe an organic reaction: reactants, conditions, products, and yield The reactants are C(C)(C)(C)OC(=O)N1C(O[C@@H]([C@@H]1CF)C1=CC=C(C=C1)SCF)(C)C ((4R,5R)-4-Fluoromethyl-5-(4-fluoromethylsulfanyl-phenyl)-2,2-dimethyl-oxazolidine-3-carboxylic acid tert-butyl ester), C1=CC(=CC(=C1)Cl)C(=O)OO (m-CPBA). The solvent is C(Cl)Cl (DCM), C(Cl)Cl (DCM). Reaction conditions: temperature -78 celsius, time 20 minute. The product is C(C)(C)(C)OC(=O)N1C(O[C@@H]([C@@H]1CF)C1=CC=C(C=C1)S(=O)CF)(C)C ((4R,5R)-5-(4-Fluoromethanesulfinyl-phenyl)-4-fluoromethyl-2,2-dimethyl-oxazolidine-3-carboxylic acid tert-butyl ester). Isolated yield 67.4%. As a reaction SMILES: [C:1]([O:5][C:6]([N:8]1[C@@H:12]([CH2:13][F:14])[C@@H:11]([C:15]2[CH:20]=[CH:19][C:18]([S:21][CH2:22][F:23])=[CH:17][CH:16]=2)[O:10][C:9]1([CH3:25])[CH3:24])=[O:7])([CH3:4])([CH3:3])[CH3:2].C1C=C(Cl)C=C(C(OO)=[O:34])C=1>C(Cl)Cl>[C:1]([O:5][C:6]([N:8]1[C@@H:12]([CH2:13][F:14])[C@@H:11]([C:15]2[CH:16]=[CH:17][C:18]([S:21]([CH2:22][F:23])=[O:34])=[CH:19][CH:20]=2)[O:10][C:9]1([CH3:25])[CH3:24])=[O:7])([CH3:4])([CH3:2])[CH3:3]. Reported procedure: To a solution of (4R,5R)-4-Fluoromethyl-5-(4-fluoromethylsulfanyl-phenyl)-2,2-dimethyl-oxazolidine-3-carboxylic acid tert-butyl ester (2.67 g, 7.158 mmol) in DCM (250 mL) is cooled to −78° C. followed by addition of solution of m-CPBA (1.59 g, 7.158 mmol) in DCM (25 mL). Reaction mixture is allowed to stir −78° C. for 20 minutes. After completion of the reaction mixture is quenched with aqueous bicarbonate solution and extracted with DCM. Organic layer is dried over sodium sulphate, concentrated... Starting materials: C1(=C(C=CC=C1)P(C1=C(C=CC=C1)C)C1=C(C=CC=C1)C)C (tri-o-tolylphosphine), CC1(C=2C=CC=C3C4=C(N(C5=CC=NC=C15)C32)C=CC(=C4)B(O)O)C (8,8-dimethyl-8H-10,12b-diazabenzo[a]aceanthrylene-3-boronic acid), BrC=1C=CC=2N(C3=CC=CC=C3C2C1)C1=CC=CC=C1 (3-bromo-9-phenyl-9H-carbazole), C([O-])([O-])=O.[Na+].[Na+] (sodium carbonate). Reagents/catalysts: C(C)(=O)[O-].[Pd+2].C(C)(=O)[O-] (palladium(II) acetate). The solvent is C1(=CC=CC=C1)C (toluene), O (water), O1CCOCC1 (dioxane). Yields the product CC1(C=2C=CC=C3C4=C(N(C5=CC=NC=C15)C32)C=CC(=C4)C=4C=CC=3N(C2=CC=CC=C2C3C4)C4=CC=CC=C4)C (8,8-Dimethyl-3-(9-phenyl-9H-carbazol-3-yl)-8H-10,12b-diaza-benzo[a]aceanthrylene). RXN SMILES: [CH3:1][C:2]1([CH3:25])[C:16]2[C:11](=[CH:12][CH:13]=[N:14][CH:15]=2)[N:10]2[C:17]3[C:7]([C:8]4[CH:21]=[C:20](B(O)O)[CH:19]=[CH:18][C:9]=42)=[CH:6][CH:5]=[CH:4][C:3]1=3.Br[C:27]1[CH:28]=[CH:29][C:30]2[N:31]([C:40]3[CH:45]=[CH:44][CH:43]=[CH:42][CH:41]=3)[C:32]3[C:37]([C:38]=2[CH:39]=1)=[CH:36][CH:35]=[CH:34][CH:33]=3.C(=O)([O-])[O-].[Na+].[Na+].C1(C)C=CC=CC=1P(C1C=CC=CC=1C)C1C=CC=CC=1C>C1(C)C=CC=CC=1.C([O-])(=O)C.[Pd+2].C([O-])(=O)C.O.O1CCOCC1>[CH3:1][C:2]1([CH3:25])[C:16]2[C:11](=[CH:12][CH:13]=[N:14][CH:15]=2)[N:10]2[C:17]3[C:7]([C:8]4[CH:21]=[C:20]([C:35]5[CH:34]=[CH:33][C:32]6[N:31]([C:40]7[CH:45]=[CH:44][CH:43]=[CH:42][CH:41]=7)[C:30]7[C:38]([C:37]=6[CH:36]=5)=[CH:39][CH:27]=[CH:28][CH:29]=7)[CH:19]=[CH:18][C:9]=42)=[CH:6][CH:5]=[CH:4][C:3]1=3 |f:2.3.4,7.8.9|. Procedure details: 36 g (110 mmol) of 8,8-dimethyl-8H-10,12b-diazabenzo[a]aceanthrylene-3-boronic acid, 35 g (110 mmol) of 3-bromo-9-phenyl-9H-carbazole and 9.7 g (92 mmol) of sodium carbonate are suspended in 350 ml of toluene, 350 ml of dioxane and 500 ml of water. 913 mg (3.0 mmol) of tri-o-tolylphosphine and 112 mg (0.5 mmol) of palladium(II) acetate are added to this suspension, and the reaction mixture is heated under reflux for 16 h. After cooling, the organic phase is separated off, filtered through silica...